This data is from the Open Reaction Database (ORD), a public repository of structured organic reaction records. The task is: describe an organic reaction: reactants, conditions, products, and yield The reactants are C(C1=CC=CC=C1)(=O)Cl (benzoyl chloride), [Na] (sodium), CC1=C(C2=CC=CC=C2C(=C1)C)C1CC(=C(C(C1)=O)C(CCC)=NOCC)O (5-(2,4-dimethylnaphth-1-yl)-2-[1-(ethoxyimino)butyl]-3-hydroxycyclohex-2-en-1-one). Solvent: CC(=O)C (acetone). Reaction conditions: time 12 hour. The product is C(C1=CC=CC=C1)(=O)OC1=C(C(CC(C1)C1=C(C=C(C2=CC=CC=C12)C)C)=O)C(CCC)=NOCC (3-benzoyloxy-5-(2,4-dimethylnaphth-1-yl)-2-[1-(ethoxyimino)butyl]cyclohex-2-en-1-one). Reaction SMILES: [C:1](Cl)(=[O:8])[C:2]1[CH:7]=[CH:6][CH:5]=[CH:4][CH:3]=1.[Na].[CH3:11][C:12]1[CH:21]=[C:20]([CH3:22])[C:19]2[C:14](=[CH:15][CH:16]=[CH:17][CH:18]=2)[C:13]=1[CH:23]1[CH2:28][C:27](=[O:29])[C:26]([C:30](=[N:34][O:35][CH2:36][CH3:37])[CH2:31][CH2:32][CH3:33])=[C:25]([OH:38])[CH2:24]1>CC(C)=O>[C:1]([O:29][C:27]1[CH2:28][CH:23]([C:13]2[C:14]3[C:19](=[CH:18][CH:17]=[CH:16][CH:15]=3)[C:20]([CH3:22])=[CH:21][C:12]=2[CH3:11])[CH2:24][C:25](=[O:38])[C:26]=1[C:30](=[N:34][O:35][CH2:36][CH3:37])[CH2:31][CH2:32][CH3:33])(=[O:8])[C:2]1[CH:7]=[CH:6][CH:5]=[CH:4][CH:3]=1 |^1:9|. Procedure details: A slight excess of benzoyl chloride was added to a suspension of the sodium salt of 5-(2,4-dimethylnaphth-1-yl)-2-[1-(ethoxyimino)butyl]-3-hydroxycyclohex-2-en-1-one (0.34 g) in acetone (20 ml) and the mixture was stirred at room temperqature for 12 hr. The mixture was filtered, the filtrate was evaporated and the residue was purified by column chromatography over silica with dichloromethane elution to give 3-benzoyloxy-5-(2,4-dimethylnaphth-1-yl)-2-[1-(ethoxyimino)butyl]cyclohex-2-en-1-one as a... Reactants: COC(CCCN1[C@H](CCCC1)COC1=CC=C(C=C1)CC1=CC=C(C=C1)Cl)=O (4-{(R)-2-[4-(4-chloro-benzyl)-phenoxymethyl]-piperidin-1-yl}-butyric acid methyl ester), CO (methanol). The solvent is O (water). Yields the product ClC1=CC=C(CC2=CC=C(OC[C@@H]3N(CCC3)CCCC(=O)O)C=C2)C=C1 (4-{(R)-2-[4-(4-Chloro-benzyl)-phenoxymethyl]-pyrrolidin-1-yl}-butyric acid). The yield is 77.0%. As a reaction SMILES: C[O:2][C:3](=[O:29])[CH2:4][CH2:5][CH2:6][N:7]1C[CH2:11][CH2:10][CH2:9][C@@H:8]1[CH2:13][O:14][C:15]1[CH:20]=[CH:19][C:18]([CH2:21][C:22]2[CH:27]=[CH:26][C:25]([Cl:28])=[CH:24][CH:23]=2)=[CH:17][CH:16]=1.CO>O>[Cl:28][C:25]1[CH:24]=[CH:23][C:22]([CH2:21][C:18]2[CH:17]=[CH:16][C:15]([O:14][CH2:13][C@H:8]3[CH2:9][CH2:10][CH2:11][N:7]3[CH2:6][CH2:5][CH2:4][C:3]([OH:2])=[O:29])=[CH:20][CH:19]=2)=[CH:27][CH:26]=1. Reported procedure: A slurry of 4-{(R)-2-[4-(4-chloro-benzyl)-phenoxymethyl]-piperidin-1-yl}-butyric acid methyl ester (570 mg, 1.42 mmol) in 4:1 methanol:water (6 mL) was stirred at 50° C. for 18 h. The solvent was removed in vacuo. The mixture was diluted with water (25 mL), brought to pH 7 with 2N HCl and extracted with ethyl acetate (100 mL). The aqueous layer was re-extracted with ethyl acetate (1×80 mL). The combined organic layers were dried over anhy. Na2SO4 and the solvent was removed in vacuo to obtain th... Solvent: CC(=O)C (acetone). Starting materials: C(=O)(OC)COC1=CC=C(C=2OC3=CC(=C(C(=C3C(C2)=O)OC)OC)OC)C=C1 (4′-(carbmethoxymethoxy)-5,6,7-trimethoxyflavone), OC1=C2C(C=C(OC2=CC(=C1O)OC)C1=CC=C(C=C1)OC)=O (5,6-dihydroxy-4′,7-dimethoxyflavone), BrCC(=O)OCC (ethyl bromoacetate), C([O-])([O-])=O.[K+].[K+] (potassium carbonate). Reaction SMILES: C([CH2:5][O:6][C:7]1[CH:29]=[CH:28][C:10]([C:11]2[O:12][C:13]3[C:18]([C:19](=[O:21])[CH:20]=2)=[C:17]([O:22]C)[C:16]([O:24][CH3:25])=[C:15]([O:26][CH3:27])[CH:14]=3)=[CH:9][CH:8]=1)(OC)=O.OC1C(O)=C(OC)C=C2C=1C(=O)C=C(C1C=CC(OC)=CC=1)O2.BrC[C:55]([O:57][CH2:58][CH3:59])=[O:56].C(=O)([O-])[O-].[K+].[K+]>CC(C)=O>[C:55]([CH2:25][O:24][C:16]1[C:17]([OH:22])=[C:18]2[C:13](=[CH:14][C:15]=1[O:26][CH3:27])[O:12][C:11]([C:10]1[CH:9]=[CH:8][C:7]([O:6][CH3:5])=[CH:29][CH:28]=1)=[CH:20][C:19]2=[O:21])([O:57][CH2:58][CH3:59])=[O:56] |f:3.4.5|. Procedure details: Similar to the preparation of 4′-(carbmethoxymethoxy)-5,6,7-trimethoxyflavone, the title compound is prepared from a suspension of 5,6-dihydroxy-4′,7-dimethoxyflavone (628 mg, 2 mmol), ethyl bromoacetate (367 mg, 2.2 mmol), and anhydrous potassium carbonate (0.5 g) in acetone (50 ml). Yields the product C(=O)(OCC)COC=1C(=C2C(C=C(OC2=CC1OC)C1=CC=C(C=C1)OC)=O)O (6-(Carbethoxymethoxy)-5-hydroxy-4′,7-dimethoxyflavone). RXN SMILES: [CH3:42][S:43]([CH3:44])=[O:45].[CH:33]([N:34]([CH2:35][CH3:36])[CH:37]([CH3:38])[CH3:39])([CH3:40])[CH3:41].[Cl:1][c:2]1[c:3]2[n:4]([cH:5][c:6](-[c:8]3[c:9]([Cl:15])[cH:10][c:11]([Cl:14])[cH:12][cH:13]3)[n:7]1)[cH:16][cH:17][n:18]2.[ClH:19].[ClH:20].[NH2:21][CH2:22][CH2:23][NH:24][c:25]1[n:26][cH:27][c:28]([C:29]#[N:30])[cH:31][cH:32]1>>[c:2]1([NH:21][CH2:22][CH2:23][NH:24][c:25]2[n:26][cH:27][c:28]([C:29]#[N:30])[cH:31][cH:32]2)[c:3]2[n:4]([cH:5][c:6](-[c:8]3[c:9]([Cl:15])[cH:10][c:11]([Cl:14])[cH:12][cH:13]3)[n:7]1)[cH:16][cH:17][n:18]2. Reactants: CS(C)=O, CCN(C(C)C)C(C)C, Clc1ccc(-c2cn3ccnc3c(Cl)n2)c(Cl)c1, Cl, Cl, N#Cc1ccc(NCCN)nc1. Yields the product N#Cc1ccc(NCCNc2nc(-c3ccc(Cl)cc3Cl)cn3ccnc23)nc1.